Dataset: the Open Reaction Database (ORD), a public repository of structured organic reaction records. Task: describe an organic reaction: reactants, conditions, products, and yield Starting materials: C1OC23[C@]4(C)[C@@H](CC2(OCCO3)OC1)[C@@H]1CC(C3CCCC[C@]3(C)[C@H]1CC4)=C(F)F (17,17-bis(ethylendioxy)-6-difluoromethyleneandrostane), C(#N)[C@H]1C[C@H]2[C@@H]3CCC([C@@]3(C)CC[C@@H]2[C@]2(CCC(CC12)=O)C)=O (6α-cyanoandrostane-3,17-dione). Yields the product FC(=C1C[C@H]2[C@@H]3CCC([C@@]3(C)CC[C@@H]2[C@]2(CCC(CC12)=O)C)=O)F (6-Difluoromethyleneandrostane-3,17-dione). Isolated yield 99.0%. Reaction SMILES: C1CO[C:8]23OCC[O:12][C:3]2([C@:4]2([CH2:27][CH2:26][C@H:25]4[C@@H:15]([CH2:16][C:17](=[C:28]([F:30])[F:29])[CH:18]5[C@:23]4([CH3:24])[CH2:22][CH2:21][CH2:20][CH2:19]5)[C@@H:6]2[CH2:7]3)[CH3:5])O1.C([C@@H]1C2[C@](C)(CCC(=[O:51])C2)[C@@H]2[C@H]([C@H]3[C@@](CC2)(C)C(=O)CC3)C1)#N>>[F:29][C:28]([F:30])=[C:17]1[CH:18]2[C@:23]([CH3:24])([CH2:22][CH2:21][C:20](=[O:51])[CH2:19]2)[C@@H:25]2[C@H:15]([C@H:6]3[C@@:4]([CH2:27][CH2:26]2)([CH3:5])[C:3](=[O:12])[CH2:8][CH2:7]3)[CH2:16]1. Procedure: The title compound II-bf was prepared in 99% yield from 3,3:17,17-bis(ethylendioxy)-6-difluoromethyleneandrostane by the procedure described above for the preparation of 6α-cyanoandrostane-3,17-dione (II-ac, Prepn. 3). The combined organic extracts were washed with H2O, dried over Na2SO4 and evaporated to dryness. 1H-NMR (300 MHz, acetone-d6, ppm from TMS): δ 2.85-0.95 (m, 20H), 1.12 (s, 3H), 0.88 (s, 3H).